From a dataset of the Open Reaction Database (ORD), a public repository of structured organic reaction records. describe an organic reaction: reactants, conditions, products, and yield The reactants are [I-] (iodide), C1(=CC=C(C=C1)S(=O)(=O)O)C (p-toluene sulphonic acid), B(F)(F)F.CCOCC (boron trifluoride etherate), [H-].[Na+] (sodium hydride), O1CC1 (oxirane), C1=CC=CC=C1 (benzene). The product is C1(CC1)C(C=O)C1=CC=CC=C1 (α-cyclopropyl-phenylacetaldehyde). RXN SMILES: [I-].[H-].[Na+].[O:4]1[CH2:6][CH2:5]1.[C:7]1(C)[CH:12]=[CH:11][C:10](S(O)(=O)=O)=[CH:9][CH:8]=1.B(F)(F)F.CCOCC.[CH:27]1[CH:32]=[CH:31]C=CC=1>>[CH:31]1([CH:6]([C:7]2[CH:8]=[CH:9][CH:10]=[CH:11][CH:12]=2)[CH:5]=[O:4])[CH2:32][CH2:27]1 |f:1.2,5.6|. Procedure: Reaction scheme 2 starts from the same cyclopropyl phenyl ketone but in the first step of the reaction, the ketone is reacted with dimethyloxosulphonium methylide, for example in dimethylsulphoxide for about 24 hours. The reagent used is an ylide of formula (CH3)2S+O-C-H2 which is obtainable by reacting dimethyl sulphoxide with methyl iodide to form a quaternary iodide and reacting the quaternary iodide with sodium hydride. The reaction with the ylide forms a stable oxirane intermediate which re...